From a dataset of the Open Reaction Database (ORD), a public repository of structured organic reaction records. describe an organic reaction: reactants, conditions, products, and yield The product is C(C)(C)C1=CC(=NN1)C(F)(F)F (5-isopropyl-3-trifluoromethyl-1H-pyrazole). Reactants: CC(C#C)C (3-methylbutyne), NN (hydrazine), [Li]CCCC (n-BuLi), C(F)(F)(F)C(=O)OCC (CF3CO2Et), B(F)(F)F.O(CC)CC (BF3 OEt2). As a reaction SMILES: [CH3:1][CH:2]([CH3:5])[C:3]#[CH:4].[Li]CCCC.[C:11]([C:15](OCC)=O)([F:14])([F:13])[F:12].B(F)(F)F.O(CC)CC.[NH2:29][NH2:30]>C1COCC1.C1C=CC=CC=1>[CH:2]([C:3]1[NH:30][N:29]=[C:15]([C:11]([F:14])([F:13])[F:12])[CH:4]=1)([CH3:5])[CH3:1] |f:3.4|. Procedure: Following protocol H, 3-methylbutyne was treated with n-BuLi, CF3CO2Et and BF3—OEt2 in THF. Reaction with hydrazine in benzene under similar reaction conditions yielded title compound. Solvent: C1=CC=CC=C1 (benzene), C1CCOC1 (THF).